From a dataset of the Open Reaction Database (ORD), a public repository of structured organic reaction records. describe an organic reaction: reactants, conditions, products, and yield Reactants: C(C#C)Br (propargyl bromide), [Mg] (magnesium), [Cl-].[NH4+] (ammonium chloride), C(C#C)Br (propargyl bromide), C1(CCCCC1)=O (cyclohexanone), C(C#C)Br (propargyl bromide), C(C#C)Br (propargyl bromide), [Mg] (magnesium), [Br-].C1(CCCCC1)=O (bromide cyclohexanone), C(C#C)Br (propargyl bromide), mercuric chloride, II (iodine). The solvent is 1-l, CCOCC (ether), CCOCC (ether), CCOCC (ether). Yields the product C(C#C)C1(CCCCC1)O (1-propargyl-1-hydroxycyclohexane). Reaction SMILES: [Mg].II.[CH2:4](Br)[C:5]#[CH:6].[C:8]1(=[O:14])[CH2:13][CH2:12][CH2:11][CH2:10][CH2:9]1.[Br-].C1(=O)CCCCC1.[Cl-].[NH4+]>CCOCC>[CH2:6]([C:8]1([OH:14])[CH2:13][CH2:12][CH2:11][CH2:10][CH2:9]1)[C:5]#[CH:4] |f:4.5,6.7|. Procedure: A stirred suspension of 121.6 g (5.0 mol) of magnesium in 1-l of anhydrous ether is treated with 0.6 g of mercuric chloride and about 100 mg of iodine. After several minutes, 3 ml of propargyl bromide is added and if no exotherm is noted, a small amount of reacting propargyl bromide and magnesium in ether is added. When the reaction begins, a mixture of 5.0 mol of cyclohexanone and 595 g (5.0 mol) of propargyl bromide is added dropwise at a rate that produces vigorous refluxing of the solution. ... The reactants are CCN(O)CC, ClCCl, Cc1cccc2nc(C(C)Nc3ncnc4c3ncn4COCC[Si](C)(C)C)n(-c3cccc(C#N)c3)c(=O)c12. Yields the product Cc1cccc2nc(C(C)Nc3ncnc4c3ncn4COCC[Si](C)(C)C)n(-c3cccc(C(N)=O)c3)c(=O)c12. Reaction SMILES: [CH2:41]([N:42]([CH2:43][CH3:45])[OH:44])[CH3:46].[CH2:47]([Cl:48])[Cl:49].[CH3:1][c:2]1[c:3]2[c:4](=[O:40])[n:5](-[c:32]3[cH:33][c:34]([C:35]#[N:36])[cH:37][cH:38][cH:39]3)[c:6]([CH:12]([CH3:13])[NH:14][c:15]3[c:16]4[n:17][cH:18][n:19]([CH2:24][O:25][CH2:26][CH2:27][Si:28]([CH3:29])([CH3:30])[CH3:31])[c:20]4[n:21][cH:22][n:23]3)[n:7][c:8]2[cH:9][cH:10][cH:11]1>>[CH3:1][c:2]1[c:3]2[c:4](=[O:40])[n:5](-[c:32]3[cH:33][c:34]([C:35]([NH2:36])=[O:44])[cH:37][cH:38][cH:39]3)[c:6]([CH:12]([CH3:13])[NH:14][c:15]3[c:16]4[n:17][cH:18][n:19]([CH2:24][O:25][CH2:26][CH2:27][Si:28]([CH3:29])([CH3:30])[CH3:31])[c:20]4[n:21][cH:22][n:23]3)[n:7][c:8]2[cH:9][cH:10][cH:11]1. Starting materials: C(O)([O-])=O.[Na+] (sodium hydrogencarbonate), COC1=C(C=CC=C1)C(C(C)=O)=CC1=CC(=CC=C1)[N+](=O)[O-] (3-(2-methoxyphenyl)-4-(3-nitrophenyl)-3-butene-2-one), N\C(=C/C(=O)OC)\C (methyl 3-aminocrotonate), 4A. Reagents/catalysts: [Cl-].[Zn+2].[Cl-] (zinc chloride). Solvent: O1CCOCC1 (1,4-dioxane). Yields the product CC=1NC(=C(C(C1C(=O)OC)C1=CC(=CC=C1)[N+](=O)[O-])C1=C(C=CC=C1)OC)C (methyl 1,4-dihydro-2,6-dimethyl-5-(2-methoxyphenyl)-4-(3-nitrophenyl)pyridine-3-carboxylate). As a reaction SMILES: [CH3:1][O:2][C:3]1[CH:8]=[CH:7][CH:6]=[CH:5][C:4]=1[C:9](=[CH:13][C:14]1[CH:19]=[CH:18][CH:17]=[C:16]([N+:20]([O-:22])=[O:21])[CH:15]=1)[C:10](=O)[CH3:11].[NH2:23]/[C:24](/[CH3:30])=[CH:25]\[C:26]([O:28][CH3:29])=[O:27].C(=O)([O-])O.[Na+]>[Cl-].[Zn+2].[Cl-].O1CCOCC1>[CH3:30][C:24]1[NH:23][C:10]([CH3:11])=[C:9]([C:4]2[CH:5]=[CH:6][CH:7]=[CH:8][C:3]=2[O:2][CH3:1])[CH:13]([C:14]2[CH:19]=[CH:18][CH:17]=[C:16]([N+:20]([O-:22])=[O:21])[CH:15]=2)[C:25]=1[C:26]([O:28][CH3:29])=[O:27] |f:2.3,4.5.6|. Reported procedure: A mixuture of 297 mg (1 mmol) of 3-(2-methoxyphenyl)-4-(3-nitrophenyl)-3-butene-2-one, 575 mg (5 mmol) of methyl 3-aminocrotonate, 273 mg (2 mmol) of zinc chloride, and 500 mg of Molecular Shieves 4A was added to 1,4-dioxane. This reaction mixture was refluxed with application of heat in an inert atmoshpere for 5 hours. The reaction mixture was then cooled to room temperature and neutralized with a saturated aqueous solution of sodium hydrogencarbonate, followed by extraction with chloroform. Th... The reactants are C(C)(C)(C)OC(NC1=C(C=C(C(=C1)C=C)C(F)(F)F)NC(CC(=O)C1=CC(=CC=C1)C1=CC(=NC=C1)C)=O)=O ((2-{3-[3-(2-methyl-pyridin-4-yl)-phenyl]-3-oxo-propionylamino}-4-trifluoromethyl-5-vinyl-phenyl)-carbamic acid tert-butyl ester), C(=O)(C(F)(F)F)O (TFA). Solvent: C(Cl)Cl (CH2Cl2). Yields the product CC1=NC=CC(=C1)C=1C=C(C=CC1)C1=NC2=C(NC(C1)=O)C=C(C(=C2)C=C)C(F)(F)F (4-[3-(2-Methyl-pyridin-4-yl)-phenyl]-8-trifluoromethyl-7-vinyl-1,3-dihydro-benzo[b][1,4]diazepin-2-one), solid. The yield is 56.0%. As a reaction SMILES: C(OC(=O)[NH:7][C:8]1[CH:13]=[C:12](C=C)[C:11]([C:16](F)(F)F)=[CH:10][C:9]=1[NH:20][C:21](=[O:38])[CH2:22][C:23]([C:25]1[CH:30]=[CH:29][CH:28]=[C:27]([C:31]2[CH:36]=[CH:35][N:34]=[C:33]([CH3:37])[CH:32]=2)[CH:26]=1)=O)(C)(C)C.[C:40](O)([C:42]([F:45])([F:44])[F:43])=O>C(Cl)Cl>[CH3:37][C:33]1[CH:32]=[C:31]([C:27]2[CH:26]=[C:25]([C:23]3[CH2:22][C:21](=[O:38])[NH:20][C:9]4[CH:10]=[C:40]([C:42]([F:45])([F:44])[F:43])[C:12]([CH:11]=[CH2:16])=[CH:13][C:8]=4[N:7]=3)[CH:30]=[CH:29][CH:28]=2)[CH:36]=[CH:35][N:34]=1. Procedure: The title compound was prepared from (2-{3-[3-(2-methyl-pyridin-4-yl)-phenyl]-3-oxo-propionylamino}-4-trifluoromethyl-5-vinyl-phenyl)-carbamic acid tert-butyl ester (Example M224) (300 mg, 0.56 mmol) by treatment with TFA in CH2Cl2 according to the general procedure N. Obtained as a light brown solid (133 mg, 56%). Reactants: [H-].[Al+3].[Li+].[H-].[H-].[H-] (lithium aluminum hydride), [Cl-].[NH4+] (ammonium chloride), [H-].[Al+3].[Li+].[H-].[H-].[H-] (lithium aluminum hydride), solution, C(CC)(=O)NC1CC2=CC=CC=C2C1 (2-(propionylamino) indane). The solvent is O1CCCC1 (tetrahydrofuran), O1CCCC1 (tetrahydrofuran). Product: C(CC)NC1CC2=CC=CC=C2C1 (2-(propylamino) indane). The yield is 100.0%. RXN SMILES: [H-].[Al+3].[Li+].[H-].[H-].[H-].[C:7]([NH:11][CH:12]1[CH2:20][C:19]2[C:14](=[CH:15][CH:16]=[CH:17][CH:18]=2)[CH2:13]1)(=O)[CH2:8][CH3:9].[Cl-].[NH4+]>O1CCCC1>[CH2:7]([NH:11][CH:12]1[CH2:20][C:19]2[C:14](=[CH:15][CH:16]=[CH:17][CH:18]=2)[CH2:13]1)[CH2:8][CH3:9] |f:0.1.2.3.4.5,7.8|. Procedure details: In 100 ml of tetrahydrofuran was suspended 5.7 g of lithium aluminum hydride, and 150 ml of a solution containing 18.9 g of 2-(propionylamino) indane dissolved in tetrahydrofuran was added dropwise to the suspension. The mixture was refluxed under heating for 2 hours. After cooling, excess lithium aluminum hydride was treated with a saturated ammonium chloride aqueous solution, and insolubles were removed by filtration. The filtrate was concentrated, and chloroform was added to the residue. The ... The reactants are CCN(C(C)C)C(C)C, NC(c1ccccc1)c1ccccc1, CN(C)C=O, O=C(O)c1c[nH]cn1. Product: O=C(NC(c1ccccc1)c1ccccc1)c1c[nH]cn1. Reaction SMILES: [CH:9]([N:10]([CH:11]([CH3:12])[CH3:13])[CH2:14][CH3:15])([CH3:16])[CH3:17].[NH2:18][CH:19]([c:20]1[cH:21][cH:22][cH:23][cH:24][cH:25]1)[c:26]1[cH:27][cH:28][cH:29][cH:30][cH:31]1.[O:32]=[CH:33][N:34]([CH3:35])[CH3:36].[nH:1]1[cH:2][n:3][c:4]([C:6](=[O:7])[OH:8])[cH:5]1>>[nH:1]1[cH:2][n:3][c:4]([C:6](=[O:8])[NH:18][CH:19]([c:20]2[cH:21][cH:22][cH:23][cH:24][cH:25]2)[c:26]2[cH:27][cH:28][cH:29][cH:30][cH:31]2)[cH:5]1.